This data is from the Open Reaction Database (ORD), a public repository of structured organic reaction records. The task is: describe an organic reaction: reactants, conditions, products, and yield The reactants are FC(F)(F)c1cccc(C(F)(F)F)c1, N, O=S(=O)(Cl)Cl. Product: NS(=O)(=O)c1cc(C(F)(F)F)cc(C(F)(F)F)c1. RXN SMILES: [F:7][C:8]([c:9]1[cH:10][cH:11][cH:12][c:13]([C:15]([F:16])([F:17])[F:18])[cH:14]1)([F:19])[F:20].[NH3:1].[S:2](=[O:3])(=[O:4])([Cl:5])[Cl:6]>>[NH2:1][S:2](=[O:3])(=[O:4])[c:11]1[cH:10][c:9]([C:8]([F:7])([F:19])[F:20])[cH:14][c:13]([C:15]([F:16])([F:17])[F:18])[cH:12]1. Reactants: [OH-].[Na+] (sodium hydroxide), C(C)(=O)SCCN(C(N[C@H](C(=O)N1CCN(CC1)C)C)=O)CCC1=CC=CC=C1 (1-[(2S)-2-[3-[2-(Acetylthio)ethyl]-3-phenethylureido]propionyl]-4-methylpiperazine), C(CC(O)(C(=O)O)CC(=O)O)(=O)O (citric acid). The solvent is CO (methanol). Run at time 10 minute. The product is SCCN(C(N[C@H](C(=O)N1CCN(CC1)C)C)=O)CCC1=CC=CC=C1 (1-[(2S)-2-[3-(2-Mercaptoethyl)-3-phenethylureido]propionyl]-4-methylpiperazine). Reaction SMILES: C([S:4][CH2:5][CH2:6][N:7]([CH2:22][CH2:23][C:24]1[CH:29]=[CH:28][CH:27]=[CH:26][CH:25]=1)[C:8](=[O:21])[NH:9][C@@H:10]([CH3:20])[C:11]([N:13]1[CH2:18][CH2:17][N:16]([CH3:19])[CH2:15][CH2:14]1)=[O:12])(=O)C.[OH-].[Na+].C(O)(=O)CC(CC(O)=O)(C(O)=O)O>CO>[SH:4][CH2:5][CH2:6][N:7]([CH2:22][CH2:23][C:24]1[CH:25]=[CH:26][CH:27]=[CH:28][CH:29]=1)[C:8](=[O:21])[NH:9][C@@H:10]([CH3:20])[C:11]([N:13]1[CH2:14][CH2:15][N:16]([CH3:19])[CH2:17][CH2:18]1)=[O:12] |f:1.2|. Reported procedure: 1-[(2S)-2-[3-[2-(Acetylthio)ethyl]-3-phenethylureido]propionyl]-4-methylpiperazine (Compound No. 13-2, 36.6 g) is dissolved in methanol (87 ml) under a nitrogen atmosphere, and the solution is cooled with ice. A 1 N aqueous sodium hydroxide solution (87 ml) is added dropwise thereto, and the mixture is stirred under ice cooling for 10 minutes. A 10% aqueous citric acid solution is added to the reaction mixture under ice cooling to adjust pH to 7. The mixture is concentrated under reduced pressur... Starting materials: O=C1C=CC2=C(N1C1=CC=CC=C1)SC(=C2C2=CC=CC=C2)NC(=O)N ((6-Oxo-3,7-diphenyl-6,7-dihydrothieno[2,3-b]pyridin-2-yl)-urea), Cl (HCl), compound, C(C)N=C=O (ethyl isocyanate). Yields the product C(C)NC(=O)NC1=C(C2=C(N(C(C=C2)=O)C2=CC=CC=C2)S1)C1=CC=CC=C1 (1-Ethyl-3-(6-oxo-3,7-diphenyl-6,7-dihydrothieno[2,3-b]pyridin-2-yl)-urea), product. Reaction SMILES: Cl.[CH2:2]([N:4]=[C:5]=[O:6])[CH3:3].[O:7]=[C:8]1[N:13]([C:14]2[CH:19]=[CH:18][CH:17]=[CH:16][CH:15]=2)[C:12]2[S:20][C:21]([NH:29]C(N)=O)=[C:22]([C:23]3[CH:28]=[CH:27][CH:26]=[CH:25][CH:24]=3)[C:11]=2[CH:10]=[CH:9]1>>[CH2:2]([NH:4][C:5]([NH:29][C:21]1[S:20][C:12]2[N:13]([C:14]3[CH:19]=[CH:18][CH:17]=[CH:16][CH:15]=3)[C:8](=[O:7])[CH:9]=[CH:10][C:11]=2[C:22]=1[C:23]1[CH:28]=[CH:27][CH:26]=[CH:25][CH:24]=1)=[O:6])[CH3:3]. Reported procedure: The title compound was prepared from the HCl salt of the compound of Example 81 and ethyl isocyanate following the method described for the compound of Example 97 to give the product as a solid (24 mg). δH (DMSO-d6) 8.59 (1H,s), 7.8–7.4 (11H, m), 6.67 (1H, t, J 5 Hz), 6.38 (1H, d, J 10 Hz), 3.1–2.9 (2H, m), 0.97 (3H, t, J 7 Hz). LCMS (ES+) 390 (M+H)+. Starting materials: FC(C1=C(C(=O)O)C=CN=C1)(F)F (3-trifluoromethyl isonicotinic acid), S(=O)(Cl)Cl (thionyl chloride). Yields the product FC(C1=C(C(=O)Cl)C=CN=C1)(F)F (3-trifluoromethyl isonicotinic acid chloride). As a reaction SMILES: [F:1][C:2]([F:13])([F:12])[C:3]1[CH:11]=[N:10][CH:9]=[CH:8][C:4]=1[C:5](O)=[O:6].S(Cl)([Cl:16])=O>>[F:1][C:2]([F:13])([F:12])[C:3]1[CH:11]=[N:10][CH:9]=[CH:8][C:4]=1[C:5]([Cl:16])=[O:6]. Procedure details: A mixture of 0.72 g of 3-trifluoromethyl isonicotinic acid and 4 ml of thionyl chloride was heated to reflux for 1.5 hours. The reaction mixture was cooled to room temperature, and the reaction mixture was concentrated under reduced pressure to give 3-trifluoromethyl isonicotinic acid chloride. A mixture of the resultant 3-trifluoromethyl isonicotinic acid chloride and 4 ml of DMF was added dropwise to a mixture of 0.66 g of 2-amino-4-trifluoromethylphenol, 0.76 g of triethylamine, 4 ml of DMF w... The reactants are C(C1=CC=CC=C1)(=O)[O-] (benzoate), C(\C=C/C(=O)O)(=O)O (maleic acid). Run in C(C)(=O)OCC (ethyl acetate). Product: C(\C=C/C(=O)O)(=O)O.C(C1=CC=CC=C1)(=O)O (benzoate maleate). Reaction SMILES: [C:1]([O-:9])(=[O:8])[C:2]1[CH:7]=[CH:6][CH:5]=[CH:4][CH:3]=1.[C:10]([OH:17])(=[O:16])/[CH:11]=[CH:12]\[C:13]([OH:15])=[O:14]>C(OCC)(=O)C>[C:10]([OH:17])(=[O:16])/[CH:11]=[CH:12]\[C:13]([OH:15])=[O:14].[C:1]([OH:9])(=[O:8])[C:2]1[CH:7]=[CH:6][CH:5]=[CH:4][CH:3]=1 |f:3.4|. Procedure: In 3 mL of ethyl acetate was dissolved 0.25 g of 1-{3-[2-(1-benzothiophen-5-yl)ethoxy]propyl}-3-azetidinyl=benzoate, and 0.07 g of maleic acid was added thereto, after which the resulting mixture was heated to effect dissolution. The reaction mixture was cooled and the crystals precipitated were collected by filtration to obtain 0.15 g of 1-{3-[2-(1-benzothiophen-5-yl)ethoxy]propyl}-3-azetidinyl=benzoate maleate. Starting materials: [H-].[Al+3].[Li+].[H-].[H-].[H-] (lithium aluminum hydride), O1C(CCC=C1)OC(CC(=O)OC)(C)C (methyl β-dihydropyranyloxyisovalerate), O (water), [OH-].[Na+] (sodium hydroxide), O (water). Solvent: O1CCCC1 (tetrahydrofuran), C(C)OCC (diethyl ether), C(C)OCC (diethyl ether). Run at time 8 hour. Product: O1C(CCC=C1)OC(CCO)(C)C (3-dihydropyranyloxy-3-methyl butanol). Isolated yield 76.7%. Reaction SMILES: [H-].[Al+3].[Li+].[H-].[H-].[H-].[O:7]1[CH:12]=[CH:11][CH2:10][CH2:9][CH:8]1[O:13][C:14]([CH3:21])([CH3:20])[CH2:15][C:16](OC)=[O:17].O.[OH-].[Na+]>C(OCC)C.O1CCCC1>[O:7]1[CH:12]=[CH:11][CH2:10][CH2:9][CH:8]1[O:13][C:14]([CH3:21])([CH3:20])[CH2:15][CH2:16][OH:17] |f:0.1.2.3.4.5,8.9|. Reported procedure: Thereafter, 0.7 g of lithium aluminum hydride was suspended in 20 ml of diethyl ether, and a solution of 1.98 g of methyl β-dihydropyranyloxyisovalerate in 3 ml of diethyl ether was slowly dropwise added to the suspension, and a reaction was allowed to proceed at room temperature overnight. The mixture was further heated and refluxed for 1 hr and then cooled, and 0.7 ml of water, 0.7 ml of a 15% aqueous sodium hydroxide solution and 2.1 ml of water were successively added in that order with ice ... Starting materials: BrCC (bromoethane), [K] (potassium), C(C)(C)(C)NS(=O)(=O)C1=C(C(=O)O)C=CC(=C1)C(N(C)C)=O (2-tert-butylsulfamoyl-4-dimethylcarbamoylbenzoic acid), 1,4,7,10,13,16-hexaoxacyclooctane. Solvent: C(C)#N (acetonitrile), C(C)(=O)OCC (ethyl acetate). Yields the product C(C)(C)(C)NS(=O)(=O)C1=C(C(=O)OCC)C=CC(=C1)C(N(C)C)=O (Ethyl 2-tert-butylsulfamoyl-4-dimethylcarbamoylbenzoate). RXN SMILES: [K].[C:2]([NH:6][S:7]([C:10]1[CH:18]=[C:17]([C:19](=[O:23])[N:20]([CH3:22])[CH3:21])[CH:16]=[CH:15][C:11]=1[C:12]([OH:14])=[O:13])(=[O:9])=[O:8])([CH3:5])([CH3:4])[CH3:3].Br[CH2:25][CH3:26]>C(#N)C.C(OCC)(=O)C>[C:2]([NH:6][S:7]([C:10]1[CH:18]=[C:17]([C:19](=[O:23])[N:20]([CH3:21])[CH3:22])[CH:16]=[CH:15][C:11]=1[C:12]([O:14][CH2:25][CH3:26])=[O:13])(=[O:9])=[O:8])([CH3:5])([CH3:4])[CH3:3] |^1:0|. Reported procedure: A suspension of 3.0 g (8.2 mmol) of the potassium salt of 2-tert-butylsulfamoyl-4-dimethylcarbamoylbenzoic acid, and 0.21 g (0.79 mmol) of 1,4,7,10,13,16-hexaoxacyclooctane in 25 ml of acetonitrile was stirred at room temperature for half an hour, and 890 mg (8.2 mmol) of bromoethane were then added. The mixture was subsequently heated under reflux for 6 h and then allowed to cool to room temperature. For work-up, the reaction mixture was diluted with ethyl acetate and extracted with 1 M aqueous... The reactants are CCO, CCOC=O, CS(=O)(=O)NCc1ccc2[nH]cc(CCN)c2c1. Yields the product CS(=O)(=O)NCc1ccc2[nH]cc(CCNC=O)c2c1. As a reaction SMILES: [CH3:19][CH2:20][OH:21].[CH:22]([O:23][CH2:24][CH3:25])=[O:26].[NH2:1][CH2:2][CH2:3][c:4]1[cH:5][nH:6][c:7]2[cH:8][cH:9][c:10]([CH2:13][NH:14][S:15](=[O:16])(=[O:17])[CH3:18])[cH:11][c:12]12>>[NH:1]([CH2:2][CH2:3][c:4]1[cH:5][nH:6][c:7]2[cH:8][cH:9][c:10]([CH2:13][NH:14][S:15](=[O:16])(=[O:17])[CH3:18])[cH:11][c:12]12)[CH:20]=[O:21]. Reactants: Cl (HCl), C(C)(C)(C)OC(=O)NCC(COCC1=C(C=CC=C1F)F)C1=C(C=CC=C1C)C (N-tert.-butoxycarbonyl-3-(2,6-difluorophenyl)methoxy-2-(2,6-dimethylphenyl)-propylamine). Reaction SMILES: [ClH:1].C(OC([NH:9][CH2:10][CH:11]([C:23]1[C:28]([CH3:29])=[CH:27][CH:26]=[CH:25][C:24]=1[CH3:30])[CH2:12][O:13][CH2:14][C:15]1[C:20]([F:21])=[CH:19][CH:18]=[CH:17][C:16]=1[F:22])=O)(C)(C)C>C(OCC)(=O)C.C1(C)C=CC=CC=1>[ClH:1].[F:21][C:20]1[CH:19]=[CH:18][CH:17]=[C:16]([F:22])[C:15]=1[CH2:14][O:13][CH2:12][CH:11]([C:23]1[C:28]([CH3:29])=[CH:27][CH:26]=[CH:25][C:24]=1[CH3:30])[CH2:10][NH2:9] |f:4.5|. Run in C(C)(=O)OCC (ethyl acetate), C1(=CC=CC=C1)C (toluene). Yields the product Cl.FC1=C(C(=CC=C1)F)COCC(CN)C1=C(C=CC=C1C)C (3-(2,6-Difluorophenyl)methoxy-2-(2,6-dimethylphenyl)-propylamine-hydrochloride). Reported procedure: A strong current of HCl gas is piped into a solution of 23 g (57 mmol) of N-tert.-butoxycarbonyl-3-(2,6-difluorophenyl)methoxy-2-(2,6-dimethylphenyl)-propylamine in 23 ml of ethyl acetate for 3 min. The mixture is left to react for 30 min, the solvent is eliminated in vacuo and the residue taken up in 30 ml of toluene. The solvent is again eliminated in vacuo and the residue crystallised from ether. Yield: 18.5 g (95%), melting point: 123° C.